From a dataset of the Open Reaction Database (ORD), a public repository of structured organic reaction records. describe an organic reaction: reactants, conditions, products, and yield Reactants: S1C(=CC=C1)CN (thiophene-2-methylamine), C1(C=2C(C(=O)O1)=CC=CC2)=O (phtalic anhydride). Run in C1(=CC=CC=C1)C (toluene). Yields the product S1C(=CC=C1)CN1C(C2=CC=CC=C2C1=O)=O (2-(thien-2-ylmethyl)-1H-isoindole-1,3(2H)-dione). The yield is 94.7%. As a reaction SMILES: [S:1]1[CH:5]=[CH:4][CH:3]=[C:2]1[CH2:6][NH2:7].[C:8]1(=O)[O:13][C:11](=[O:12])[C:10]2=[CH:14][CH:15]=[CH:16][CH:17]=[C:9]12>C1(C)C=CC=CC=1>[S:1]1[CH:5]=[CH:4][CH:3]=[C:2]1[CH2:6][N:7]1[C:11](=[O:12])[C:10]2[C:9](=[CH:17][CH:16]=[CH:15][CH:14]=2)[C:8]1=[O:13]. Procedure: A solution of thiophene-2-methylamine (4.203 g, 37.13 mmol) and of phtalic anhydride (5.00 g, 33.76 mmol) in toluene (100 mL) was stirred and heated at reflux for 3 h to remove the formed water by azeotropic distillation (Dean-Stark). The solvent was then evaporated under vacuum. The residue was dissolved in DCM (100 mL), washed with water (3×30 mL), dried over MgSO4, filtered and concentrated to afford the title compound as a white solid (7.78 g, 95%). 1H NMR (CDCl3, 300 MHz) δ 7.84 (d, 1H. J=5...